From a dataset of the Open Reaction Database (ORD), a public repository of structured organic reaction records. describe an organic reaction: reactants, conditions, products, and yield Starting materials: N#CCC(=O)NC(N)=O, CC(=O)O, CC(=O)[O-], CC(C)=O, [NH4+]. The product is CC(C)C(C#N)C(=O)NC(N)=O. As a reaction SMILES: [C:1](#[N:2])[CH2:3][C:4](=[O:5])[NH:6][C:7](=[O:8])[NH2:9].[CH3:10][C:11](=[O:12])[OH:13].[CH3:15][C:16](=[O:17])[O-:18].[CH3:19][C:20](=[O:21])[CH3:22].[NH4+:14]>>[C:1](#[N:2])[CH:3]([C:4](=[O:5])[NH:6][C:7](=[O:8])[NH2:9])[CH:11]([CH3:10])[CH3:15].